describe an organic reaction: reactants, conditions, products, and yield From a dataset of the Open Reaction Database (ORD), a public repository of structured organic reaction records. Starting materials: BrC=1C=CC2=C(C(NC3=C(N2C(=O)Cl)N=CC=C3)=O)C1 (8-bromo-11-(chlorocarbonyl)-5,11-dihydro-6H-pyrido[2,3-b][1,4]benzodiazepin-6-one), C(C)N(CC)CC1N(CCCC1)CCN (2-[2-[(diethylamino)methyl]-piperidin-1-yl]ethanamine), N (ammonia). Run in ClCCl.C(C)(=O)OCC.C1CCCCC1.CO (dichloromethane ethyl acetate cyclohexane methanol). Yields the product BrC=1C=CC2=C(C(NC3=C(N2C(=O)NCCN2C(CCCC2)CN(CC)CC)N=CC=C3)=O)C1 (8-Bromo-11-[[[2-[2-[(diethylamino)methyl]-piperidin-1-yl]ethyl]amino]carbonyl]-5,11-dihydro-6H-pyrido[2,3-b][1,4]benzodiazepin-6-one). Isolated yield 25.0%. Reaction SMILES: [Br:1][C:2]1[CH:3]=[CH:4][C:5]2[N:11]([C:12](Cl)=[O:13])[C:10]3[N:15]=[CH:16][CH:17]=[CH:18][C:9]=3[NH:8][C:7](=[O:19])[C:6]=2[CH:20]=1.[CH2:21]([N:23]([CH2:26][CH:27]1[CH2:32][CH2:31][CH2:30][CH2:29][N:28]1[CH2:33][CH2:34][NH2:35])[CH2:24][CH3:25])[CH3:22].N>ClCCl.C(OCC)(=O)C.C1CCCCC1.CO>[Br:1][C:2]1[CH:3]=[CH:4][C:5]2[N:11]([C:12]([NH:35][CH2:34][CH2:33][N:28]3[CH2:29][CH2:30][CH2:31][CH2:32][CH:27]3[CH2:26][N:23]([CH2:21][CH3:22])[CH2:24][CH3:25])=[O:13])[C:10]3[N:15]=[CH:16][CH:17]=[CH:18][C:9]=3[NH:8][C:7](=[O:19])[C:6]=2[CH:20]=1 |f:3.4.5.6|. Procedure: Prepared analogously to Example 2 from 8-bromo-11-(chlorocarbonyl)-5,11-dihydro-6H-pyrido[2,3-b][1,4]benzodiazepin-6-one and 2-[2-[(diethylamino)methyl]-piperidin-1-yl]ethanamine in a yield of 25% of theory. Colourless crystals, m.p. 117°-119° C., RF 0.3 (Macherey-Nagel, PolygramRSIL G/UV254, pre-coated plastic sheets for TLC, eluant: dichloromethane/ethyl acetate/cyclohexane/methanol/conc. ammonia 58/25/8/8/1 v/v). Reactants: S(O)(O)(=O)=O (sulfuric acid), COC1=CC(=CC=C1)OC (1,3-dimethoxybenzene), C(CCC)[Li] (n-butyllithium), ICCCC1=CC=CC=C1 (1-iodo-3-phenylpropane). Yield: 94.6%. Procedure details: A solution of 8.70 g (63 mmol) of 1,3-dimethoxybenzene in 164 mL of anhydrous tetrahydrofuran was stirred at -20° C. while 1.6M n-butyllithium in hexane (42.1 mL; 67.2 mmol) was added dropwise, over 20 min. The solution was stirred at -20° C. for 3 hr and then allowed to warm to -5° C. whereupon 15.66 g (63.6 mmol) of 1-iodo-3-phenylpropane was added over 15 min. The reaction mixture was stirred at -5° C. for 1 hr and then at room temperature for 3 d. After being recooled to -5° C., the reaction... Run in O (Water), CCOCC (ether), O1CCCC1 (tetrahydrofuran), CCCCCC (hexane), CCCCCC (hexane). Run at temperature -20 celsius, time 3 hour. Product: COC1=C(C(=CC=C1)OC)CCCC1=CC=CC=C1 (1,3-Dimethoxy-2-(3-phenylpropyl)benzene). Reaction SMILES: [CH3:1][O:2][C:3]1[CH:8]=[CH:7][CH:6]=[C:5]([O:9][CH3:10])[CH:4]=1.C([Li])CCC.I[CH2:17][CH2:18][CH2:19][C:20]1[CH:25]=[CH:24][CH:23]=[CH:22][CH:21]=1.S(=O)(=O)(O)O>O1CCCC1.CCCCCC.CCOCC.O>[CH3:1][O:2][C:3]1[CH:8]=[CH:7][CH:6]=[C:5]([O:9][CH3:10])[C:4]=1[CH2:17][CH2:18][CH2:19][C:20]1[CH:25]=[CH:24][CH:23]=[CH:22][CH:21]=1. Starting materials: CCN(CC)CCNc1ccc(C=O)c2sc3ccc(OC)cc3c(=O)c12, NC=O, O=CO, [Na+], [OH-]. The product is CCN(CC)CCNc1ccc(CNC=O)c2sc3ccc(OC)cc3c(=O)c12. RXN SMILES: [CH2:1]([CH3:2])[N:3]([CH2:4][CH2:5][NH:6][c:7]1[cH:8][cH:9][c:10]([CH:24]=[O:25])[c:11]2[s:12][c:13]3[cH:14][cH:15][c:16]([O:22][CH3:23])[cH:17][c:18]3[c:19](=[O:21])[c:20]12)[CH2:26][CH3:27].[CH:28](=[O:29])[NH2:30].[CH:33]([OH:34])=[O:35].[Na+:32].[OH-:31]>>[CH2:1]([CH3:2])[N:3]([CH2:4][CH2:5][NH:6][c:7]1[cH:8][cH:9][c:10]([CH2:24][NH:30][CH:28]=[O:29])[c:11]2[s:12][c:13]3[cH:14][cH:15][c:16]([O:22][CH3:23])[cH:17][c:18]3[c:19](=[O:21])[c:20]12)[CH2:26][CH3:27]. The reactants are O=C([O-])[O-], BrCc1ccccc1, CN(C)C=O, Cl, [K+], [K+], O=C(O)CCCc1c[nH]c2ccccc12. Yields the product O=C(CCCc1c[nH]c2ccccc12)OCc1ccccc1. RXN SMILES: [C:16](=[O:17])([O-:18])[O-:19].[CH2:22]([c:23]1[cH:24][cH:25][cH:26][cH:27][cH:28]1)[Br:29].[CH3:31][N:32]([CH3:33])[CH:34]=[O:35].[ClH:30].[K+:20].[K+:21].[nH:1]1[cH:2][c:3]([CH2:10][CH2:11][CH2:12][C:13](=[O:14])[OH:15])[c:4]2[cH:5][cH:6][cH:7][cH:8][c:9]12>>[nH:1]1[cH:2][c:3]([CH2:10][CH2:11][CH2:12][C:13](=[O:14])[O:15][CH2:22][c:23]2[cH:24][cH:25][cH:26][cH:27][cH:28]2)[c:4]2[cH:5][cH:6][cH:7][cH:8][c:9]12. Product: Cl.Cl.CN(CCN(C1=CC(C(=O)NC2=NN=NN2)=NC2=CC=CC=C12)C)C (4[(2-Dimethylaminoethyl)methylamino]-N(1H-tetrazol-5-yl)quinaldamide, dihydrochloride), ( d ). Reported procedure: 4[(2-Dimethylaminoethyl)methylamino]-N(1H-tetrazol-5-yl)quinaldamide, dihydrochloride, m.p. 126° (d) was prepared similarly from N,N,N'-trimethylethylenediamine and 4-chloro-N(1H-tetrazol-5-yl)quinaldamide. Reactants: CN(CCNC)C (N,N,N'-trimethylethylenediamine), ClC1=CC(C(=O)NC2=NN=NN2)=NC2=CC=CC=C12 (4-chloro-N(1H-tetrazol-5-yl)quinaldamide). As a reaction SMILES: [CH3:1][N:2]([CH3:7])[CH2:3][CH2:4][NH:5][CH3:6].[Cl:8][C:9]1[C:26]2[C:21](=[CH:22][CH:23]=[CH:24][CH:25]=2)[N:20]=[C:11]([C:12]([NH:14][C:15]2[NH:19][N:18]=[N:17][N:16]=2)=[O:13])[CH:10]=1>>[ClH:8].[ClH:8].[CH3:1][N:2]([CH3:7])[CH2:3][CH2:4][N:5]([CH3:6])[C:9]1[C:26]2[C:21](=[CH:22][CH:23]=[CH:24][CH:25]=2)[N:20]=[C:11]([C:12]([NH:14][C:15]2[NH:19][N:18]=[N:17][N:16]=2)=[O:13])[CH:10]=1 |f:2.3.4|. The reactants are CS(=O)(=O)c1ccc(OCc2ccccc2)c(C2OCCO2)c1, C1CCOC1, CO, Cl. Yields the product CS(=O)(=O)c1ccc(OCc2ccccc2)c(C=O)c1. RXN SMILES: [CH2:1]1[O:2][CH:4]([c:5]2[c:6]([O:15][CH2:16][c:17]3[cH:18][cH:19][cH:20][cH:21][cH:22]3)[cH:7][cH:8][c:9]([S:11](=[O:12])(=[O:13])[CH3:14])[cH:10]2)[O:3][CH2:23]1.[CH2:25]1[O:26][CH2:27][CH2:28][CH2:29]1.[CH3:30][OH:31].[ClH:24]>>[O:3]=[CH:4][c:5]1[c:6]([O:15][CH2:16][c:17]2[cH:18][cH:19][cH:20][cH:21][cH:22]2)[cH:7][cH:8][c:9]([S:11](=[O:12])(=[O:13])[CH3:14])[cH:10]1.